This data is from the Open Reaction Database (ORD), a public repository of structured organic reaction records. The task is: describe an organic reaction: reactants, conditions, products, and yield Reactants: [O-]OB([O-])[O-], CC(=O)O, [Na+], [Na+], [Na+], O, O, O, O, CCOC(=O)C1=C(S)CCCCC1. Product: CCOC(=O)C1=C(S(=O)(=O)O)CCCCC1. Reaction SMILES: [B:5]([O:6][O-:7])([O-:8])[O-:9].[CH3:26][C:27](=[O:28])[OH:29].[Na+:10].[Na+:11].[Na+:12].[OH2:1].[OH2:2].[OH2:3].[OH2:4].[SH:13][C:14]1=[C:15]([C:21](=[O:22])[O:23][CH2:24][CH3:25])[CH2:16][CH2:17][CH2:18][CH2:19][CH2:20]1>>[O:1]=[S:13](=[O:2])([OH:3])[C:14]1=[C:15]([C:21](=[O:22])[O:23][CH2:24][CH3:25])[CH2:16][CH2:17][CH2:18][CH2:19][CH2:20]1. The reactants are Cc1ccccc1, Cc1nc(C(F)(F)F)ccc1Cn1nc2c(-c3ccncc3)c(Cl)ccn2c1=O, OB(O)c1ccc(C(F)(F)F)cc1, [Na+], [Na+], O=C([O-])[O-]. Product: Cc1nc(C(F)(F)F)ccc1Cn1nc2c(-c3ccncc3)c(-c3ccc(C(F)(F)F)cc3)ccn2c1=O. As a reaction SMILES: [CH3:49][c:50]1[cH:51][cH:52][cH:53][cH:54][cH:55]1.[Cl:1][c:2]1[c:3](-[c:24]2[cH:25][cH:26][n:27][cH:28][cH:29]2)[c:4]2[n:5]([cH:6][cH:7]1)[c:8](=[O:23])[n:9]([CH2:11][c:12]1[c:13]([CH3:22])[n:14][c:15]([C:18]([F:19])([F:20])[F:21])[cH:16][cH:17]1)[n:10]2.[F:30][C:31]([c:32]1[cH:33][cH:34][c:35]([B:38]([OH:39])[OH:40])[cH:36][cH:37]1)([F:41])[F:42].[Na+:43].[Na+:44].[O-:45][C:46](=[O:47])[O-:48]>>[c:2]1(-[c:35]2[cH:34][cH:33][c:32]([C:31]([F:30])([F:41])[F:42])[cH:37][cH:36]2)[c:3](-[c:24]2[cH:25][cH:26][n:27][cH:28][cH:29]2)[c:4]2[n:5]([cH:6][cH:7]1)[c:8](=[O:23])[n:9]([CH2:11][c:12]1[c:13]([CH3:22])[n:14][c:15]([C:18]([F:19])([F:20])[F:21])[cH:16][cH:17]1)[n:10]2.